Dataset: the Open Reaction Database (ORD), a public repository of structured organic reaction records. Task: describe an organic reaction: reactants, conditions, products, and yield The reactants are Cl.NC1=CC2=C(N(C=N2)C2=CC=C(C=C2)NC(=O)NC2=CC(=C(C=C2)Cl)C(F)(F)F)C=C1 (1-[4-(5-aminobenzimdazol-1-yl)phenyl]-3-(4-chloro-3-(trifluoro-methyl)phenyl)urea hydrochloride), ClC(=O)OCCOC (methoxyethyl chloroformate). Product: COCCOC(NC1=CC2=C(N(C=N2)C2=CC=C(C=C2)NC(=O)NC2=CC(=C(C=C2)Cl)C(F)(F)F)C=C1)=O ((1-{4-[3-(4-Chloro-3-(trifluoromethyl)phenyl)ureido]phenyl}-1H-benzimidazol-5-yl)carbamic acid 2-methoxyethyl ester). Reaction SMILES: Cl.[NH2:2][C:3]1[CH:32]=[CH:31][C:6]2[N:7]([C:10]3[CH:15]=[CH:14][C:13]([NH:16][C:17]([NH:19][C:20]4[CH:25]=[CH:24][C:23]([Cl:26])=[C:22]([C:27]([F:30])([F:29])[F:28])[CH:21]=4)=[O:18])=[CH:12][CH:11]=3)[CH:8]=[N:9][C:5]=2[CH:4]=1.Cl[C:34]([O:36][CH2:37][CH2:38][O:39][CH3:40])=[O:35]>>[CH3:40][O:39][CH2:38][CH2:37][O:36][C:34](=[O:35])[NH:2][C:3]1[CH:32]=[CH:31][C:6]2[N:7]([C:10]3[CH:15]=[CH:14][C:13]([NH:16][C:17]([NH:19][C:20]4[CH:25]=[CH:24][C:23]([Cl:26])=[C:22]([C:27]([F:29])([F:30])[F:28])[CH:21]=4)=[O:18])=[CH:12][CH:11]=3)[CH:8]=[N:9][C:5]=2[CH:4]=1 |f:0.1|. Procedure: The title compound can be synthesized from 1-[4-(5-aminobenzimdazol-1-yl)phenyl]-3-(4-chloro-3-(trifluoro-methyl)phenyl)urea hydrochloride and methoxyethyl chloroformate by the same method as in Example 41. The reactants are FC1=CC=C2C=CC(N(C2=C1)CCN1C[C@@H](CC1)CNC(OCC1=CC=CC=C1)=O)=O (phenylmethyl ({(3S)-1-[2-(7-fluoro-2-oxo-1(2H)-quinolinyl)ethyl]-3-pyrrolidinyl}methyl)carbamate). Reagents/catalysts: [Pd] (palladium on carbon). Run in CO (MeOH). Run at time 2.5 hour. Product: NC[C@H]1CN(CC1)CCN1C(C=CC2=CC=C(C=C12)F)=O (1-{2-[(3S)-3-(Aminomethyl)-1-pyrrolidinyl]ethyl}-7-fluoro-2(1H)-quinolinone). Reaction SMILES: [F:1][C:2]1[CH:11]=[C:10]2[C:5]([CH:6]=[CH:7][C:8](=[O:31])[N:9]2[CH2:12][CH2:13][N:14]2[CH2:18][CH2:17][C@@H:16]([CH2:19][NH:20]C(=O)OCC3C=CC=CC=3)[CH2:15]2)=[CH:4][CH:3]=1>CO.[Pd]>[NH2:20][CH2:19][C@@H:16]1[CH2:17][CH2:18][N:14]([CH2:13][CH2:12][N:9]2[C:10]3[C:5](=[CH:4][CH:3]=[C:2]([F:1])[CH:11]=3)[CH:6]=[CH:7][C:8]2=[O:31])[CH2:15]1. Procedure details: To a solution of phenylmethyl ({(3S)-1-[2-(7-fluoro-2-oxo-1(2H)-quinolinyl)ethyl]-3-pyrrolidinyl}methyl)carbamate (820 mg, 1.94 mmol) in MeOH (30 mL) was added 5% palladium on carbon (200 mg, 50% by weight with water). The mixture was hydrogenated at 15 psi for 2.5 h, filtered through a pad of Celite®, and concentrated to give a clear oil which darkened and solidified on standing (555 mg, 99%).